The task is: describe an organic reaction: reactants, conditions, products, and yield. This data is from the Open Reaction Database (ORD), a public repository of structured organic reaction records. The reactants are COC(=O)c1cc2cc(OC)c(OC)cc2c(-c2ccnc(Cl)c2)c1C(=O)OC, ClC(Cl)C(Cl)Cl, BrP(Br)Br. Product: COC(=O)c1cc2cc(OC)c(OC)cc2c(-c2ccnc(Br)c2)c1C(=O)OC. As a reaction SMILES: [Cl:1][c:2]1[n:3][cH:4][cH:5][c:6](-[c:8]2[c:9]([C:26](=[O:27])[O:28][CH3:29])[c:10]([C:22](=[O:23])[O:24][CH3:25])[cH:11][c:12]3[cH:13][c:14]([O:20][CH3:21])[c:15]([O:18][CH3:19])[cH:16][c:17]23)[cH:7]1.[Cl:34][CH:35]([CH:36]([Cl:37])[Cl:38])[Cl:39].[P:30]([Br:31])([Br:32])[Br:33]>>[c:2]1([Br:31])[n:3][cH:4][cH:5][c:6](-[c:8]2[c:9]([C:26](=[O:27])[O:28][CH3:29])[c:10]([C:22](=[O:23])[O:24][CH3:25])[cH:11][c:12]3[cH:13][c:14]([O:20][CH3:21])[c:15]([O:18][CH3:19])[cH:16][c:17]23)[cH:7]1. Conditions: time 15 minute. Starting materials: C(CCC)N\1C(N(C(/C1=C/C1=CN(C(=N1)CCCC)C(C1=CC=CC=C1)(C1=CC=CC=C1)C1=CC=CC=C1)=O)CCCC)=O (Z-1,3-dibutyl-5-[[2-butyl-3-(triphenylmethyl)-3H-imidazol-5-yl]methylene]-2,4-imidazolidinedione), C(Cl)Cl (methylene chloride), FC(S(=O)(=O)OS(=O)(=O)C(F)(F)F)(F)F (trifluoromethanesulfonic anhydride), OCC1=CC=C(C(=O)OC)C=C1 (methyl 4-(hydroxymethyl)benzoate), C(C)(C)N(C(C)C)CC (N,N-diisopropylethylamine), C(Cl)Cl (methylene chloride), C(Cl)Cl (methylene chloride). The solvent is O (water), C(C)(=O)O (acetic acid). RXN SMILES: FC(F)(F)S(OS(C(F)(F)F)(=O)=O)(=O)=O.O[CH2:17][C:18]1[CH:27]=[CH:26][C:21]([C:22]([O:24][CH3:25])=[O:23])=[CH:20][CH:19]=1.C(N(CC)C(C)C)(C)C.[CH2:37]([N:41]1[C:42](=[O:80])[N:43]([CH2:76][CH2:77][CH2:78][CH3:79])[C:44](=[O:75])/[C:45]/1=[CH:46]/[C:47]1[N:51]=[C:50]([CH2:52][CH2:53][CH2:54][CH3:55])[N:49](C(C2C=CC=CC=2)(C2C=CC=CC=2)C2C=CC=CC=2)[CH:48]=1)[CH2:38][CH2:39][CH3:40].C(Cl)[Cl:82]>O.C(O)(=O)C>[ClH:82].[CH2:52]([C:50]1[N:51]([CH2:17][C:18]2[CH:27]=[CH:26][C:21]([C:22]([O:24][CH3:25])=[O:23])=[CH:20][CH:19]=2)[C:47](/[CH:46]=[C:45]2\[N:41]([CH2:37][CH2:38][CH2:39][CH3:40])[C:42](=[O:80])[N:43]([CH2:76][CH2:77][CH2:78][CH3:79])[C:44]\2=[O:75])=[CH:48][N:49]=1)[CH2:53][CH2:54][CH3:55] |f:7.8|. Procedure details: To a solution of trifluoromethanesulfonic anhydride (0.094 mL, 0.56 mmol) in methylene chloride (10 mL) at -78° C. was added a solution of methyl 4-(hydroxymethyl)benzoate (0.093 g, 0.56 mmol) and N,N-diisopropylethylamine (0.098 mL, 0.56 mmol) in methylene chloride (10 mL) dropwise over 5 minutes. This solution was stirred for 15 minutes and then a solution of Z-1,3-dibutyl-5-[[2-butyl-3-(triphenylmethyl)-3H-imidazol-5-yl]methylene]-2,4-imidazolidinedione (0.330 g, 0.56 mmol) in methylene chlor... Product: Cl.C(CCC)C=1N(C(=CN1)\C=C\1/N(C(N(C1=O)CCCC)=O)CCCC)CC1=CC=C(C(=O)OC)C=C1 (methyl Z-4-[[2-Butyl-5-[(1,3-Dibutyl-2,5-Dioxo-4-Imidazolidinylidene) Methyl]-1H-Imidazol-1-yl]Methyl]Benzoate Monohydrochloride). Starting materials: C1CCOC1, COC(=O)Cc1cccc(Cl)c1, COP(C)(=O)OC, CC(=O)O, [Li]CCCC. Product: COP(=O)(CC(=O)Cc1cccc(Cl)c1)OC. As a reaction SMILES: [CH2:29]1[O:30][CH2:31][CH2:32][CH2:33]1.[CH3:13][O:14][C:15]([CH2:16][c:17]1[cH:18][c:19]([Cl:23])[cH:20][cH:21][cH:22]1)=[O:24].[CH3:1][P:2]([O:3][CH3:4])([O:5][CH3:6])=[O:7].[CH3:25][C:26](=[O:27])[OH:28].[CH3:8][CH2:9][CH2:10][CH2:11][Li:12]>>[CH2:1]([P:2]([O:3][CH3:4])([O:5][CH3:6])=[O:7])[C:15](=[O:14])[CH2:16][c:17]1[cH:18][c:19]([Cl:23])[cH:20][cH:21][cH:22]1. The reactants are ClCCl, Cl, C=CCOC(=O)C1CC(O)CN1C(=O)OC(C)(C)C. Product: Cl, C=CCOC(=O)C1CC(O)CN1. Reaction SMILES: [Cl:21][CH2:22][Cl:23].[ClH:1].[OH:2][CH:3]1[CH2:4][CH:5]([C:15](=[O:16])[O:17][CH2:18][CH:19]=[CH2:20])[N:6]([C:8]([O:9][C:10]([CH3:11])([CH3:12])[CH3:13])=[O:14])[CH2:7]1>>[ClH:1].[OH:2][CH:3]1[CH2:4][CH:5]([C:15](=[O:16])[O:17][CH2:18][CH:19]=[CH2:20])[NH:6][CH2:7]1. Reactants: C1OC=2C=C(C=CC2O1)CC(=O)O (2-(3,4-methylenedioxyphenyl)acetic acid), NCC1CN(CC1)CC1=CC(=C(C=C1)Cl)Cl (3-aminomethyl-1-(3,4-dichlorobenzyl)pyrrolidine), NCC1CN(CC1)CC1=CC2=C(C=C1)OCO2 (3-aminomethyl-1-(3,4-methylenedioxybenzyl)pyrrolidine). The product is C1OC=2C=C(CN3CC(CC3)CNC(CC3=CC4=C(C=C3)OCO4)=O)C=CC2O1 (N-[1-(3,4-methylenedioxybenzyl)pyrrolidin-3-(RS)-ylmethyl]-2-(3,4-methylenedioxyphenyl)acetamide). Reaction SMILES: [CH2:1]1[O:9][C:8]2[CH:7]=[CH:6][C:5]([CH2:10][C:11]([OH:13])=O)=[CH:4][C:3]=2[O:2]1.NCC1CCN(CC2C=CC(Cl)=C(Cl)C=2)C1.[NH2:30][CH2:31][CH:32]1[CH2:36][CH2:35][N:34]([CH2:37][C:38]2[CH:43]=[CH:42][C:41]3[O:44][CH2:45][O:46][C:40]=3[CH:39]=2)[CH2:33]1>>[CH2:45]1[O:44][C:41]2[CH:42]=[CH:43][C:38]([CH2:37][N:34]3[CH2:35][CH2:36][CH:32]([CH2:31][NH:30][C:11](=[O:13])[CH2:10][C:5]4[CH:6]=[CH:7][C:8]5[O:9][CH2:1][O:2][C:3]=5[CH:4]=4)[CH2:33]3)=[CH:39][C:40]=2[O:46]1. Procedure details: Proceeding as described above but substituting 4-(2,5-dimethylphenyl)-4-oxobutyric acid with 2-(3,4-methylenedioxyphenyl)acetic acid and 3-aminomethyl-1-(3,4-dichlorobenzyl)pyrrolidine with 3-aminomethyl-1-(3,4-methylenedioxybenzyl)pyrrolidine gave N-[1-(3,4-methylenedioxybenzyl)pyrrolidin-3-(RS)-ylmethyl]-2-(3,4-methylenedioxyphenyl)acetamide. Starting materials: COCc1ccc(C(C(=O)OC(C)(C)C)C(=O)OC(C)(C)C)c([N+](=O)[O-])c1, CCO. RXN SMILES: [CH3:1][O:2][CH2:3][c:4]1[cH:5][c:6]([N+:25]([O-:26])=[O:27])[c:7]([CH:10]([C:11](=[O:12])[O:13][C:14]([CH3:15])([CH3:16])[CH3:17])[C:18](=[O:19])[O:20][C:21]([CH3:22])([CH3:23])[CH3:24])[cH:8][cH:9]1.[CH3:28][CH2:29][OH:30]>>[CH3:1][O:2][CH2:3][c:4]1[cH:5][c:6]([NH2:25])[c:7]([CH:10]([C:11](=[O:12])[O:13][C:14]([CH3:15])([CH3:16])[CH3:17])[C:18](=[O:19])[O:20][C:21]([CH3:22])([CH3:23])[CH3:24])[cH:8][cH:9]1. Product: COCc1ccc(C(C(=O)OC(C)(C)C)C(=O)OC(C)(C)C)c(N)c1. Reactants: N1C=NC=C1 (imidazole), C(#N)CCNCC(=O)OCC (N-cyanoethylglycine, ethyl ester), ClC1=NC(=NC(=C1)C)S(=O)(=O)C (4-chloro-6-methyl-2-methylsulfonylpyrimidine), C(C)(C)N(CC)C(C)C (diisopropylethylamine), ice water. Solvent: CS(=O)C (DMSO). Run at temperature 70 celsius, time 16 hour. Yields the product C(#N)CCN(CC(=O)OCC)C1=NC(=NC(=C1)C)N1C=NC=C1 (2-[(2-cyanoethyl)[2-(1H-imidazol-1-yl)-6-methyl-4-pyrimidinyl]amino]acetic acid, ethyl ester). The yield is 34.6%. Reaction SMILES: [C:1]([CH2:3][CH2:4][NH:5][CH2:6][C:7]([O:9][CH2:10][CH3:11])=[O:8])#[N:2].Cl[C:13]1[CH:18]=[C:17]([CH3:19])[N:16]=[C:15](S(C)(=O)=O)[N:14]=1.C(N(C(C)C)CC)(C)C.[NH:33]1[CH:37]=[CH:36][N:35]=[CH:34]1>CS(C)=O>[C:1]([CH2:3][CH2:4][N:5]([C:13]1[CH:18]=[C:17]([CH3:19])[N:16]=[C:15]([N:33]2[CH:37]=[CH:36][N:35]=[CH:34]2)[N:14]=1)[CH2:6][C:7]([O:9][CH2:10][CH3:11])=[O:8])#[N:2]. Procedure: To N-cyanoethylglycine, ethyl ester (15.9 g, 102 mmol) (a compound of formula (Y2)) dissolved in DMSO (70 mL) was added 4-chloro-6-methyl-2-methylsulfonylpyrimidine (18.8 g, 91 mmol) (a compound of formula (Y1)) and diisopropylethylamine (18 mL, 100 mmol). After stirring for 16 hours, the reaction temperature was raised to 70° C. and imidazole (26.5 g, 0.39 mol) was added. After stirring for 1 day, the reaction was cooled to ambient temperature and added to ice water. The solid that formed was s...